From a dataset of the Open Reaction Database (ORD), a public repository of structured organic reaction records. describe an organic reaction: reactants, conditions, products, and yield Run in 96/19477. The reactants are C(C)(C)(C)N1CCC(=CC1)CO (1-tert-butyl-1,2,3,6-tetrahydropyridine-4-methanol), C(C)(=O)N1CCC2=CC(=C(C=C12)Br)O (1-acetyl-6-bromo-2,3-dihydro-1H-indol-5-ol), 8a. Product: C(C)(=O)N1CCC2=CC(=C(C=C12)Br)OCC=1CCN(CC1)C(C)(C)C (1-Acetyl-6-bromo-5-(1-tert-butyl-1,2,3,6-tetrahydropyridine-4-yl)methoxy-2,3-dihydroindole). Procedure details: The title compound was prepared from 1-tert-butyl-1,2,3,6-tetrahydropyridine-4-methanol (D58) and 1-acetyl-6-bromo-2,3-dihydroindol-5-ol (Tetrahedron, 1973, 29 (8), 1115) using the method outlined in Description 8a in WO 96/19477 (68%). Reaction SMILES: [C:1]([N:5]1[CH2:10][CH:9]=[C:8]([CH2:11][OH:12])[CH2:7][CH2:6]1)([CH3:4])([CH3:3])[CH3:2].[C:13]([N:16]1[C:24]2[C:19](=[CH:20][C:21](O)=[C:22]([Br:25])[CH:23]=2)[CH2:18][CH2:17]1)(=[O:15])[CH3:14]>>[C:13]([N:16]1[C:24]2[C:19](=[CH:20][C:21]([O:12][CH2:11][C:8]3[CH2:9][CH2:10][N:5]([C:1]([CH3:4])([CH3:3])[CH3:2])[CH2:6][CH:7]=3)=[C:22]([Br:25])[CH:23]=2)[CH2:18][CH2:17]1)(=[O:15])[CH3:14].